Dataset: the Open Reaction Database (ORD), a public repository of structured organic reaction records. Task: describe an organic reaction: reactants, conditions, products, and yield The reactants are CCOC(=O)c1[nH]c2ccccc2c1C, CNCCNC, [Cu]I, Ic1ccccc1, [K+], [K+], [K+], O=P([O-])([O-])[O-]. The product is CCOC(=O)c1c(C)c2ccccc2n1-c1ccccc1. As a reaction SMILES: [CH2:1]([CH3:2])[O:3][C:4](=[O:5])[c:6]1[nH:7][c:8]2[cH:9][cH:10][cH:11][cH:12][c:13]2[c:14]1[CH3:15].[CH3:23][NH:24][CH2:25][CH2:26][NH:27][CH3:28].[Cu:37][I:38].[I:16][c:17]1[cH:18][cH:19][cH:20][cH:21][cH:22]1.[K+:34].[K+:35].[K+:36].[P:29]([O-:30])([O-:31])([O-:32])=[O:33]>>[CH2:1]([CH3:2])[O:3][C:4](=[O:5])[c:6]1[n:7](-[c:17]2[cH:18][cH:19][cH:20][cH:21][cH:22]2)[c:8]2[cH:9][cH:10][cH:11][cH:12][c:13]2[c:14]1[CH3:15]. Starting materials: CN(C)CC1=CC=C(O1)CSCCN (2-[[[5-(Dimethylamino)methyl-2-furanyl]methyl]thio]ethanamine), CNC(=C[N+](=O)[O-])SC (N-methyl-1-(methylthio)-2-nitroetheneamine), Cl (hydrochloric acid). Solvent: O (water). Conditions: temperature 10 celsius, time 3.5 hour. Yields the product CN/C(=C\[N+](=O)[O-])/NCCSCC1=CC=C(O1)CN(C)C (Ranitidine Base). The yield is 90.3%. As a reaction SMILES: [CH3:1][N:2]([CH2:4][C:5]1[O:9][C:8]([CH2:10][S:11][CH2:12][CH2:13][NH2:14])=[CH:7][CH:6]=1)[CH3:3].[CH3:15][NH:16][C:17](SC)=[CH:18][N+:19]([O-:21])=[O:20].Cl>O>[CH3:15][NH:16]/[C:17](/[NH:14][CH2:13][CH2:12][S:11][CH2:10][C:8]1[O:9][C:5]([CH2:4][N:2]([CH3:1])[CH3:3])=[CH:6][CH:7]=1)=[CH:18]\[N+:19]([O-:21])=[O:20]. Procedure: 2-[[[5-(Dimethylamino)methyl-2-furanyl]methyl]thio]ethanamine (50 g) and N-methyl-1-(methylthio)-2-nitroetheneamine (40 g) in water (235 ml) was stirred and heated at 45°-50° C. The solution was stirred further for 3-4 hrs. It was acidified with hydrochloric acid and extracted with chloroform. The solution was basified with potassium carbonate and ranitidine base was separated. The water, if any, was removed by azeotropic distillation under reduced pressure at 40°-45° C. using isopropanol. The r... Starting materials: CC(=O)[O-], CC(=O)[O-], Cc1cc(C)c(C=O)c(C)c1C, CC(=O)O, [Co+2], O=C1CCCCC1. Yields the product Cc1cc(C)c(C(=O)O)c(C)c1C. Reaction SMILES: [C:24]([O-:25])(=[O:26])[CH3:27].[C:29]([O-:30])(=[O:31])[CH3:32].[CH3:1][c:2]1[c:3]([CH:4]=[O:5])[c:6]([CH3:12])[cH:7][c:8]([CH3:11])[c:9]1[CH3:10].[CH3:20][C:21](=[O:22])[OH:23].[Co+2:28].[O:13]=[C:14]1[CH2:15][CH2:16][CH2:17][CH2:18][CH2:19]1>>[CH3:1][c:2]1[c:3]([C:4](=[O:5])[OH:13])[c:6]([CH3:12])[cH:7][c:8]([CH3:11])[c:9]1[CH3:10]. Reactants: C=CCOc1ccc(COCCn2ccnn2)c(F)c1, CN1C(=O)CC(=O)N(C)C1=O, ClCCl, [Pd], c1ccc(P(c2ccccc2)c2ccccc2)cc1, c1ccc(P(c2ccccc2)c2ccccc2)cc1, c1ccc(P(c2ccccc2)c2ccccc2)cc1, c1ccc(P(c2ccccc2)c2ccccc2)cc1. The product is Oc1ccc(COCCn2ccnn2)c(F)c1. Reaction SMILES: [CH2:12]([CH:13]=[CH2:14])[O:15][c:16]1[cH:17][c:18]([F:31])[c:19]([CH2:20][O:21][CH2:22][CH2:23][n:24]2[n:25][n:26][cH:27][cH:28]2)[cH:29][cH:30]1.[CH3:1][N:2]1[C:3](=[O:4])[CH2:5][C:6](=[O:7])[N:8]([CH3:9])[C:10]1=[O:11].[Cl:32][CH2:33][Cl:34].[Pd:35].[c:36]1([P:37]([c:38]2[cH:39][cH:40][cH:41][cH:42][cH:43]2)[c:44]2[cH:45][cH:46][cH:47][cH:48][cH:49]2)[cH:50][cH:51][cH:52][cH:53][cH:54]1.[c:55]1([P:56]([c:57]2[cH:58][cH:59][cH:60][cH:61][cH:62]2)[c:63]2[cH:64][cH:65][cH:66][cH:67][cH:68]2)[cH:69][cH:70][cH:71][cH:72][cH:73]1.[c:74]1([P:75]([c:76]2[cH:77][cH:78][cH:79][cH:80][cH:81]2)[c:82]2[cH:83][cH:84][cH:85][cH:86][cH:87]2)[cH:88][cH:89][cH:90][cH:91][cH:92]1.[c:93]1([P:94]([c:95]2[cH:96][cH:97][cH:98][cH:99][cH:100]2)[c:101]2[cH:102][cH:103][cH:104][cH:105][cH:106]2)[cH:107][cH:108][cH:109][cH:110][cH:111]1>>[OH:15][c:16]1[cH:17][c:18]([F:31])[c:19]([CH2:20][O:21][CH2:22][CH2:23][n:24]2[n:25][n:26][cH:27][cH:28]2)[cH:29][cH:30]1.